From a dataset of the Open Reaction Database (ORD), a public repository of structured organic reaction records. describe an organic reaction: reactants, conditions, products, and yield The reactants are CC(C(=O)O)c1ccccc1, CO, Cl, Cc1ccc(NC(=O)C(C)C)cc1C1CCN(CCCN)CC1. Reaction SMILES: [CH3:1][CH:2]([C:3]([OH:4])=[O:5])[c:6]1[cH:7][cH:8][cH:9][cH:10][cH:11]1.[CH3:36][OH:37].[ClH:35].[NH2:12][CH2:13][CH2:14][CH2:15][N:16]1[CH2:17][CH2:18][CH:19]([c:22]2[cH:23][c:24]([NH:29][C:30]([CH:31]([CH3:32])[CH3:33])=[O:34])[cH:25][cH:26][c:27]2[CH3:28])[CH2:20][CH2:21]1>>[CH3:1][CH:2]([C:3](=[O:5])[NH:12][CH2:13][CH2:14][CH2:15][N:16]1[CH2:17][CH2:18][CH:19]([c:22]2[cH:23][c:24]([NH:29][C:30]([CH:31]([CH3:32])[CH3:33])=[O:34])[cH:25][cH:26][c:27]2[CH3:28])[CH2:20][CH2:21]1)[c:6]1[cH:7][cH:8][cH:9][cH:10][cH:11]1. Product: Cc1ccc(NC(=O)C(C)C)cc1C1CCN(CCCNC(=O)C(C)c2ccccc2)CC1. Starting materials: C(C)N1C(=CC2=CC=CC=C12)C (1-ethyl-2-methylindole), C(C)(=O)Cl (acetyl chloride), C(C)(=O)OC(C)=O (acetic anhydride), [OH-].[Na+] (sodium hydroxide). Solvent: O (water). Conditions: time 8 hour. Yields the product C(C)N1C(=C(C2=CC=CC=C12)C(=C)C1=C(N(C2=CC=CC=C12)CC)C)C (1,1-bis(1-ethyl-2-methylindole-3-yl)ethylene). As a reaction SMILES: [CH2:1]([N:3]1[C:11]2[C:6](=[CH:7][CH:8]=[CH:9][CH:10]=2)[CH:5]=[C:4]1[CH3:12])[CH3:2].[C:13](Cl)(=O)[CH3:14].C(O[C:21](=O)[CH3:22])(=O)C.[OH-].[Na+]>O>[CH2:1]([N:3]1[C:11]2[C:6](=[CH:7][CH:8]=[CH:9][CH:10]=2)[C:5]([C:4]([C:5]2[C:6]3[C:11](=[CH:10][CH:9]=[CH:8][CH:7]=3)[N:3]([CH2:21][CH3:22])[C:13]=2[CH3:14])=[CH2:12])=[C:4]1[CH3:12])[CH3:2] |f:3.4|. Procedure: A mixture of 1-ethyl-2-methylindole (15.9 g, 0.1 mole) and acetyl chloride (2.0 g, 0.025 mole) and acetic anhydride (15 ml) was stirred at 50°-52° C. for 8 hours. Then, the reaction mixture was cooled to room temperature and poured into ice, water and sodium hydroxide (10%, 50 ml). After stirring for 20 minutes, the precipitated solid was filtered off, washed with water, refluxed with methanol for 1 hour and cooled. The solid was filtered, washed with methanol and dried. Yield of the product: 16... Reactants: C(C1=CC=CC=C1)N1CCC(CC1)\C=C\C1=C(C=CC=C1)OCC1CCCCC1 (1-benzyl-4-[(E)-2-[(2-cyclohexylmethyloxy)phenyl]-1-ethenyl]piperidine), ClC(=O)OC=C (vinyl chloroformate). Run in ClCCCl (1,2-dichloroethane). Conditions: time 50 minute. Product: C(=C)OC(=O)N1CCC(CC1)\C=C\C1=C(C=CC=C1)OCC1CCCCC1 (1-(Vinyloxycarbonyl)-4-[(E)-2-[(2-cyclohexylmethyloxy)phenyl]-1-ethenyl]piperidine). Reaction SMILES: C([N:8]1[CH2:13][CH2:12][CH:11](/[CH:14]=[CH:15]/[C:16]2[CH:21]=[CH:20][CH:19]=[CH:18][C:17]=2[O:22][CH2:23][CH:24]2[CH2:29][CH2:28][CH2:27][CH2:26][CH2:25]2)[CH2:10][CH2:9]1)C1C=CC=CC=1.Cl[C:31]([O:33][CH:34]=[CH2:35])=[O:32]>ClCCCl>[CH:34]([O:33][C:31]([N:8]1[CH2:13][CH2:12][CH:11](/[CH:14]=[CH:15]/[C:16]2[CH:21]=[CH:20][CH:19]=[CH:18][C:17]=2[O:22][CH2:23][CH:24]2[CH2:25][CH2:26][CH2:27][CH2:28][CH2:29]2)[CH2:10][CH2:9]1)=[O:32])=[CH2:35]. Reported procedure: 2.848 g of 1-benzyl-4-[(E)-2-[(2-cyclohexylmethyloxy)phenyl]-1-ethenyl]piperidine was dissolved in 15 ml of 1,2-dichloroethane, 0.93 ml of vinyl chloroformate was added thereto, and the mixture was stirred at room temperature for 50 minutes and heated under reflux for one hour. The solvent was evaporated, and the crude product was purified by silica gel column chromatography (n-hexane:ethyl acetate=50:1), to give 2.026 g of the title compound as a colorless oil. The reactants are ( 63.94 ), C(C=1C(O)=CC=CC1)(=O)OC (Methyl salicylate), C(CN(CCN)CCN)N (TREN), ( 5.97 ), [K+].[Br-] (KBr), ( 11.01 ). Reaction conditions: temperature 100 celsius. The product is OC1=C(C(=O)C(CN(CC(C(C2=C(C=CC=C2)O)=O)N)CC(C(C2=C(C=CC=C2)O)=O)N)N)C=CC=C1 (Tris[(2-hydroxybenzoyl)-2-aminoethyl]amine). The yield is 47.0%. As a reaction SMILES: [C:1]([O:10]C)(=O)[C:2]1[C:3](=[CH:5][CH:6]=[CH:7][CH:8]=1)[OH:4].[CH2:12]([NH2:21])[CH2:13][N:14]([CH2:18][CH2:19][NH2:20])[CH2:15][CH2:16][NH2:17].[K+].[Br-]>>[OH:4][C:3]1[CH:5]=[CH:6][CH:7]=[CH:8][C:2]=1[C:1]([CH:12]([NH2:21])[CH2:13][N:14]([CH2:18][CH:19]([NH2:20])[C:1](=[O:10])[C:2]1[CH:8]=[CH:7][CH:6]=[CH:5][C:3]=1[OH:4])[CH2:15][CH:16]([NH2:17])[C:1](=[O:10])[C:2]1[CH:8]=[CH:7][CH:6]=[CH:5][C:3]=1[OH:4])=[O:10] |f:2.3|. Procedure details: Methyl salicylate (78 mmol) was mixed with distilled TREN (17 mmol). The mixture was sealed and heated to 100° C. overnight. The thick resulting oil was purified on a silica column eluted with 0-4% MeOH in CH2Cl2, resulting in a white powder after removal of solvent. Overnight drying in vacuo gave a colorless glass. Yield: 47%. IR (KBr) 1543, 1590, 1636 cm31 1. 1H NMR(300 MHz, CD3OD, 25 C) 2.78 (t, 3J=6.2 Hz, 6H, CH2), 3.49 (t, 3J=6.2 Hz, 6H, CH2), 6.68 (t, 3J=7.2 Hz, 3H, ArH), 6.80 (d, 3J=7.4 H... Starting materials: CCOC(=O)c1c(C)nn2c(-c3ccc(C)cc3C)c(C)oc12, CCO, [Li+], [OH-], O, O. Product: Cc1ccc(-c2c(C)oc3c(C(=O)O)c(C)nn23)c(C)c1. As a reaction SMILES: [CH2:1]([CH3:2])[O:3][C:4](=[O:5])[c:6]1[c:7]([CH3:23])[n:8][n:9]2[c:10]1[o:11][c:12]([CH3:22])[c:13]2-[c:14]1[c:15]([CH3:21])[cH:16][c:17]([CH3:20])[cH:18][cH:19]1.[CH3:27][CH2:28][OH:29].[Li+:26].[OH-:25].[OH2:24].[OH2:30]>>[O:3]=[C:4]([OH:5])[c:6]1[c:7]([CH3:23])[n:8][n:9]2[c:10]1[o:11][c:12]([CH3:22])[c:13]2-[c:14]1[c:15]([CH3:21])[cH:16][c:17]([CH3:20])[cH:18][cH:19]1. Run in C(Cl)Cl (CH2Cl2), O.CO (water MeOH). Reagents/catalysts: CN(C)C=1C=CN=CC1 (DMAP). Conditions: time 3 hour. RXN SMILES: [Cl:1][C:2]1[S:6][C:5]([CH2:7][OH:8])=[CH:4][CH:3]=1.[C:9](N1C=CN=C1)(N1C=CN=C1)=[O:10].[NH2:21][C:22]1[C:31]2[C:26](=[CH:27][C:28]([CH2:32][N:33]3[CH2:38][CH2:37][NH:36][CH2:35][C:34]3=[O:39])=[CH:29][CH:30]=2)[N:25]=[CH:24][N:23]=1>C(Cl)Cl.CN(C1C=CN=CC=1)C.O.CO>[Cl:1][C:2]1[S:6][C:5]([CH2:7][O:8][C:9]([N:36]2[CH2:37][CH2:38][N:33]([CH2:32][C:28]3[CH:27]=[C:26]4[C:31]([C:22]([NH2:21])=[N:23][CH:24]=[N:25]4)=[CH:30][CH:29]=3)[C:34](=[O:39])[CH2:35]2)=[O:10])=[CH:4][CH:3]=1 |f:5.6|. The reactants are ClC1=CC=C(S1)CO (5-chloro-2-thiophene-methanol), C(=O)(N1C=NC=C1)N1C=NC=C1 (1,1′-carbonyldiimidazole), NC1=NC=NC2=CC(=CC=C12)CN1C(CNCC1)=O (1-(4-aminoquinazoline-7-ylmethyl)piperazine-2-one). Procedure details: To a solution of 5-chloro-2-thiophene-methanol (0.10 g, 0.67 mmol, prepared by NaBH4 reduction of 5-chloro-2-thiophene-carboxaldehyde) in 6 mL of CH2Cl2 is added 1,1′-carbonyldiimidazole (0.11 g, 0.67 mmol). The mixture is stirred at room temperature for 3 hours. Then 1-(4-aminoquinazoline-7-ylmethyl)piperazine-2-one (0.17 g, 0.67 mmol, EXAMPLE 72) and a catalytic amount of DMAP is added to the solution and the resulting mixture is heated at 35° C. for 18 hours. The mixture is dissolved in water... Product: ClC1=CC=C(S1)COC(=O)N1CC(N(CC1)CC1=CC=C2C(=NC=NC2=C1)N)=O (4-(4-Amino-quinazolin-7-ylmethyl)-3-oxo-piperazine-1-carboxylic acid 5-chloro-thiophen-2-ylmethyl ester).